This data is from the Open Reaction Database (ORD), a public repository of structured organic reaction records. The task is: describe an organic reaction: reactants, conditions, products, and yield Reactants: methoxy, Br (hydrobromide), 14c, BrC1=CC=C(C=C1)C1=NCCC2=CC(=CC=C12)OC (1-(4-bromo-phenyl)-6-methoxy-3,4-dihydro-isoquinoline). Run in C(C)(=O)O (acetic acid). Yields the product BrC1=CC=C(C=C1)C1=NCCC2=CC(=CC=C12)O (1-(4-bromo-phenyl)-3,4-dihydro-isoquinolin-6-ol). Yield: 95.6%. RXN SMILES: [Br:1][C:2]1[CH:7]=[CH:6][C:5]([C:8]2[C:17]3[C:12](=[CH:13][C:14]([O:18]C)=[CH:15][CH:16]=3)[CH2:11][CH2:10][N:9]=2)=[CH:4][CH:3]=1.Br>C(O)(=O)C>[Br:1][C:2]1[CH:7]=[CH:6][C:5]([C:8]2[C:17]3[C:12](=[CH:13][C:14]([OH:18])=[CH:15][CH:16]=3)[CH2:11][CH2:10][N:9]=2)=[CH:4][CH:3]=1. Procedure details: Cleavage of the methoxy protecting group (analogously to Ex. 14c) from 1-(4-bromo-phenyl)-6-methoxy-3,4-dihydro-isoquinoline (15 g) is effected with 95 ml of acetic acid and 65 ml of 62% aqueous hydrobromide solution at 100° C. and gives 13.7 g of 1-(4-bromo-phenyl)-3,4-dihydro-isoquinolin-6-ol, MS: m/e 301 (M+, 1 Br). Starting materials: C(=O)(OCC1=CC=CC=C1)N1[C@H](C(=O)O)CCC1 (N-carbobenzoxy-L-proline), N[C@@H](C(C)C)CO (L-valinol), anhydride, ClC(=O)OCC(C)C (isobutyl chloroformate), CN1CCOCC1 (N-methylmorpholine). Run in CC(=O)C (acetone), C1CCOC1 (THF). The product is C(=O)(OCC1=CC=CC=C1)N1[C@H](C(=O)N[C@@H](C(C)C)CO)CCC1 (N-carbobenzoxy-L-prolyl-L-valinol). Isolated yield 78.5%. RXN SMILES: [C:1]([N:11]1[CH2:18][CH2:17][CH2:16][C@H:12]1[C:13]([OH:15])=O)([O:3][CH2:4][C:5]1[CH:10]=[CH:9][CH:8]=[CH:7][CH:6]=1)=[O:2].ClC(OCC(C)C)=O.CN1CCOCC1.[NH2:34][C@H:35]([CH2:39][OH:40])[CH:36]([CH3:38])[CH3:37]>C1COCC1.CC(C)=O>[C:1]([N:11]1[CH2:18][CH2:17][CH2:16][C@H:12]1[C:13]([NH:34][C@H:35]([CH2:39][OH:40])[CH:36]([CH3:38])[CH3:37])=[O:15])([O:3][CH2:4][C:5]1[CH:6]=[CH:7][CH:8]=[CH:9][CH:10]=1)=[O:2]. Procedure details: 4.98 g (20 mmol) N-carbobenzoxy-L-proline, 2.73 g (20 mmol) isobutyl chloroformate, 2.02 g (20 mmol) N-methylmorpholine, and 2.73 g (26.5 mmol) L-valinol were contacted and reacted in THF, using a mixed anhydride procedure substantially as described in Example 1. The crude product, 5.93 g, was recrystallized from a mixture of 150 mL ethyl acetate and 250 mL n-hexane to give 5.24 g (15.7 mmol, 78%) of colorless N-carbobenzoxy-L-prolyl-L-valinol, m.p. 109.3°-110.7°, α25D -65.3°, (C=1.01 g/100 mL i... Reactants: CO, COC(=O)C(c1ccc(Cl)nn1)c1cc(C2OC(COCc3ccccc3)C(OCc3ccccc3)C(OCc3ccccc3)C2OCc2ccccc2)ccc1Cl, Cl, [Li+], [OH-], O. Product: Clc1ccc(Cc2cc(C3OC(COCc4ccccc4)C(OCc4ccccc4)C(OCc4ccccc4)C3OCc3ccccc3)ccc2Cl)nn1. As a reaction SMILES: [CH3:59][OH:60].[Cl:1][c:2]1[c:3]([CH:47]([C:48]([O:49][CH3:50])=[O:51])[c:52]2[n:53][n:54][c:55]([Cl:58])[cH:56][cH:57]2)[cH:4][c:5]([CH:8]2[O:9][CH:10]([CH2:38][O:39][CH2:40][c:41]3[cH:42][cH:43][cH:44][cH:45][cH:46]3)[CH:11]([O:30][CH2:31][c:32]3[cH:33][cH:34][cH:35][cH:36][cH:37]3)[CH:12]([O:22][CH2:23][c:24]3[cH:25][cH:26][cH:27][cH:28][cH:29]3)[CH:13]2[O:14][CH2:15][c:16]2[cH:17][cH:18][cH:19][cH:20][cH:21]2)[cH:6][cH:7]1.[ClH:63].[Li+:61].[OH-:62].[OH2:64]>>[Cl:1][c:2]1[c:3]([CH2:47][c:52]2[n:53][n:54][c:55]([Cl:58])[cH:56][cH:57]2)[cH:4][c:5]([CH:8]2[O:9][CH:10]([CH2:38][O:39][CH2:40][c:41]3[cH:42][cH:43][cH:44][cH:45][cH:46]3)[CH:11]([O:30][CH2:31][c:32]3[cH:33][cH:34][cH:35][cH:36][cH:37]3)[CH:12]([O:22][CH2:23][c:24]3[cH:25][cH:26][cH:27][cH:28][cH:29]3)[CH:13]2[O:14][CH2:15][c:16]2[cH:17][cH:18][cH:19][cH:20][cH:21]2)[cH:6][cH:7]1. Reactants: ClCc1ccc2c(c1)OCO2, CCO, [Na], CCOC(=O)Cc1ccc(O)cc1. The product is CCOC(=O)Cc1ccc(OCc2ccc3c(c2)OCO3)cc1. Reaction SMILES: [CH2:15]1[O:16][c:17]2[cH:18][c:19]([CH2:20][Cl:21])[cH:22][cH:23][c:24]2[O:25]1.[CH3:26][CH2:27][OH:28].[Na:1].[OH:2][c:3]1[cH:4][cH:5][c:6]([CH2:9][C:10](=[O:11])[O:12][CH2:13][CH3:14])[cH:7][cH:8]1>>[O:2]([c:3]1[cH:4][cH:5][c:6]([CH2:9][C:10](=[O:11])[O:12][CH2:13][CH3:14])[cH:7][cH:8]1)[CH2:20][c:19]1[cH:18][c:17]2[c:24]([cH:23][cH:22]1)[O:25][CH2:15][O:16]2. Starting materials: C(\C=C\CCCCCCC)(=O)O (trans-2-decenoic acid), C(CCCC)S (1-pentanethiol). Product: C(\C=C\CCCCCCC)(SCCCCC)=O ((E)-S-pentyl dec-2-enethioate). RXN SMILES: [C:1]([OH:12])(=O)/[CH:2]=[CH:3]/[CH2:4][CH2:5][CH2:6][CH2:7][CH2:8][CH2:9][CH3:10].[CH2:13]([SH:18])[CH2:14][CH2:15][CH2:16][CH3:17]>>[C:1](=[O:12])([S:18][CH2:13][CH2:14][CH2:15][CH2:16][CH3:17])/[CH:2]=[CH:3]/[CH2:4][CH2:5][CH2:6][CH2:7][CH2:8][CH2:9][CH3:10]. Reported procedure: The same operation as in Example 1-1 or 1-2 was carried out using trans-2-decenoic acid and 1-pentanethiol as starting materials to give the aimed compound.